This data is from the Open Reaction Database (ORD), a public repository of structured organic reaction records. The task is: describe an organic reaction: reactants, conditions, products, and yield Starting materials: CS(=O)(=O)Cc1ccc(Oc2cc(OC3CCOCC3)c3[nH]c(C(N)=O)cc3c2)cn1, COc1ccc(P2(=S)SP(=S)(c3ccc(OC)cc3)S2)cc1, C1CCOC1. The product is CS(=O)(=O)Cc1ccc(Oc2cc(OC3CCOCC3)c3[nH]c(C(N)=S)cc3c2)cn1. Reaction SMILES: [CH3:1][S:2](=[O:3])(=[O:4])[CH2:5][c:6]1[cH:7][cH:8][c:9]([O:12][c:13]2[cH:14][c:15]3[cH:16][c:17]([C:29](=[O:30])[NH2:31])[nH:18][c:19]3[c:20]([O:22][CH:23]3[CH2:24][CH2:25][O:26][CH2:27][CH2:28]3)[cH:21]2)[cH:10][n:11]1.[CH3:32][O:33][c:34]1[cH:35][cH:36][c:37]([P:38]2(=[S:41])[S:39][P:40]([c:42]3[cH:43][cH:44][c:45]([O:46][CH3:47])[cH:48][cH:49]3)(=[S:50])[S:51]2)[cH:52][cH:53]1.[O:54]1[CH2:55][CH2:56][CH2:57][CH2:58]1>>[CH3:1][S:2](=[O:3])(=[O:4])[CH2:5][c:6]1[cH:7][cH:8][c:9]([O:12][c:13]2[cH:14][c:15]3[cH:16][c:17]([C:29]([NH2:31])=[S:41])[nH:18][c:19]3[c:20]([O:22][CH:23]3[CH2:24][CH2:25][O:26][CH2:27][CH2:28]3)[cH:21]2)[cH:10][n:11]1. Reactants: ClC1=NC=C(C(=O)NCC2=CN(C3=CC(=CC=C3C2=O)Cl)C2=CC=CC=C2)C=C1 (6-chloro-N-((7-chloro-4-oxo-1-phenyl-1,4-dihydroquinolin-3-yl)methyl)nicotinamide), OC1CCNCC1 (4-hydroxypiperidine). Product: ClC1=CC=C2C(C(=CN(C2=C1)C1=CC=CC=C1)CNC(=O)C=1C=CC(=NC1)N1CCC(CC1)O)=O (4-Hydroxy-3,4,5,6-tetrahydro-2H-[1,2]bipyridinyl-5′-carboxylic acid (7-chloro-4-oxo-1-phenyl-1,4-dihydro-quinolin-3-ylmethyl)-amide). As a reaction SMILES: Cl[C:2]1[CH:29]=[CH:28][C:5]([C:6]([NH:8][CH2:9][C:10]2[C:19](=[O:20])[C:18]3[C:13](=[CH:14][C:15]([Cl:21])=[CH:16][CH:17]=3)[N:12]([C:22]3[CH:27]=[CH:26][CH:25]=[CH:24][CH:23]=3)[CH:11]=2)=[O:7])=[CH:4][N:3]=1.[OH:30][CH:31]1[CH2:36][CH2:35][NH:34][CH2:33][CH2:32]1>>[Cl:21][C:15]1[CH:14]=[C:13]2[C:18]([C:19](=[O:20])[C:10]([CH2:9][NH:8][C:6]([C:5]3[CH:28]=[CH:29][C:2]([N:34]4[CH2:35][CH2:36][CH:31]([OH:30])[CH2:32][CH2:33]4)=[N:3][CH:4]=3)=[O:7])=[CH:11][N:12]2[C:22]2[CH:23]=[CH:24][CH:25]=[CH:26][CH:27]=2)=[CH:17][CH:16]=1. Procedure: 4-Hydroxy-3,4,5,6-tetrahydro-2H-[1,2]bipyridinyl-5′-carboxylic acid (7-chloro-4-oxo-1-phenyl-1,4-dihydro-quinolin-3-ylmethyl)-amide was prepared starting from intermediate E and 4-hydroxypiperidine. MS calcd. for C27H25ClN4O3 [(M+H)+] 489.2, obsd. 489. Starting materials: BrC=1C(NC(NC1)=O)=O (5-bromouracil), N1CCOCC1 (morpholine). The product is O1CCN(CC1)C=1C(NC(NC1)=O)=O (5-morpholino-1H-pyrimidine-2,4-dione). Isolated yield 76.0%. As a reaction SMILES: Br[C:2]1[C:3](=[O:9])[NH:4][C:5](=[O:8])[NH:6][CH:7]=1.[NH:10]1[CH2:15][CH2:14][O:13][CH2:12][CH2:11]1>>[O:13]1[CH2:14][CH2:15][N:10]([C:2]2[C:3](=[O:9])[NH:4][C:5](=[O:8])[NH:6][CH:7]=2)[CH2:11][CH2:12]1. Reported procedure: The title compound was obtained according to the procedure described for the synthesis of Example 10 (Step1), starting from 5-bromouracil (0.10 g, 052 mmol) and 20 equivalents of morpholine. The crude was purified by precipitation in acidic water (10 mL, pH 5) to afford the title compound (0.08 g, 76%) as white, powder. 1H NMR (400 MHz, DMSO-d6): δ 2.74-2.84 (m, 4H), 3.64 (t, J=4.6 Hz, 4H), 6.72 (s, 1H), 10.47 (s, 1H), 11.05 (s, 1H). Starting materials: C1(=CC=CC=C1)SC1=C(C=C(C=C1)N)Cl (4-amino-2-chlorophenyl phenyl sulphide), Cl.ClC1=NC=NC2=CC(=C(C=C12)OC)OC (4-chloro-6,7-dimethoxyquinazoline hydrochloride). Product: Cl.ClC=1C=C(NC2=NC=NC3=CC(=C(C=C23)OC)OC)C=CC1SC1=CC=CC=C1 (4-(3-chloro-4-phenylthioanilino)-6,7-dimethoxyquinazoline hydrochloride salt). Isolated yield 71.0%. RXN SMILES: [C:1]1([S:7][C:8]2[CH:13]=[CH:12][C:11]([NH2:14])=[CH:10][C:9]=2[Cl:15])[CH:6]=[CH:5][CH:4]=[CH:3][CH:2]=1.Cl.Cl[C:18]1[C:27]2[C:22](=[CH:23][C:24]([O:30][CH3:31])=[C:25]([O:28][CH3:29])[CH:26]=2)[N:21]=[CH:20][N:19]=1>>[ClH:15].[Cl:15][C:9]1[CH:10]=[C:11]([CH:12]=[CH:13][C:8]=1[S:7][C:1]1[CH:6]=[CH:5][CH:4]=[CH:3][CH:2]=1)[NH:14][C:18]1[C:27]2[C:22](=[CH:23][C:24]([O:30][CH3:31])=[C:25]([O:28][CH3:29])[CH:26]=2)[N:21]=[CH:20][N:19]=1 |f:1.2,3.4|. Procedure: Using an analogous procedure to that described in Example 1 except that the reaction mixture was heated to reflux for 16 hours, 4-amino-2-chlorophenyl phenyl sulphide was reacted with 4-chloro-6,7-dimethoxyquinazoline hydrochloride to give 4-(3-chloro-4-phenylthioanilino)-6,7-dimethoxyquinazoline hydrochloride salt in 71% yield, m.p. 245°-247° C.; Starting materials: COC=1C(=C(C=CC1OC)B(O)O)COC (3,4-dimethoxy-2-(methoxymethyl)phenylboronic acid), COC=1C(=C(C=CC1OC)B(O)O)COC (3,4-dimethoxy-2-(methoxymethyl)phenylboronic acid), C([O-])([O-])=O.[Cs+].[Cs+] (cesium carbonate), BrC=1C=C2CNC(C2=CC1)=O (5-bromoisoindolin-1-one), CN(C=O)C (dimethylformamide). Reagents/catalysts: C=1C=CC(=CC1)[P](C=2C=CC=CC2)(C=3C=CC=CC3)[Pd]([P](C=4C=CC=CC4)(C=5C=CC=CC5)C=6C=CC=CC6)([P](C=7C=CC=CC7)(C=8C=CC=CC8)C=9C=CC=CC9)[P](C=1C=CC=CC1)(C=1C=CC=CC1)C=1C=CC=CC1 (tetrakis(triphenylphosphine)palladium(0)). Reaction conditions: temperature 90 celsius. Product: COC=1C(=C(C=CC1OC)C=1C=C2CNC(C2=CC1)=O)OCOC (5-(3,4-dimethoxy-2-(methoxymethoxy)phenyl)isoindolin-1-one). Reaction SMILES: [CH3:1][O:2][C:3]1[C:4]([CH2:14]OC)=[C:5](B(O)O)[CH:6]=[CH:7][C:8]=1[O:9][CH3:10].[C:17](=[O:20])([O-])[O-].[Cs+].[Cs+].BrC1[CH:25]=[C:26]2[C:30](=[CH:31][CH:32]=1)[C:29](=[O:33])[NH:28][CH2:27]2.CN(C)[CH:36]=[O:37]>C1C=CC([P]([Pd]([P](C2C=CC=CC=2)(C2C=CC=CC=2)C2C=CC=CC=2)([P](C2C=CC=CC=2)(C2C=CC=CC=2)C2C=CC=CC=2)[P](C2C=CC=CC=2)(C2C=CC=CC=2)C2C=CC=CC=2)(C2C=CC=CC=2)C2C=CC=CC=2)=CC=1>[CH3:10][O:9][C:8]1[C:3]([O:2][CH2:1][O:20][CH3:17])=[C:4]([C:14]2[CH:25]=[C:26]3[C:30](=[CH:31][CH:32]=2)[C:29](=[O:33])[NH:28][CH2:27]3)[CH:5]=[CH:6][C:7]=1[O:37][CH3:36] |f:1.2.3,^1:42,44,63,82|. Procedure details: To a stirring solution of 3,4-dimethoxy-2-(methoxymethyl)phenylboronic acid (compound 301) (400 mg, 1.88 mmol) in dimethylformamide (10 mL) under nitrogen atmosphere, were added cesium carbonate (1.8 g, 5.66 mmol), tetrakis(triphenylphosphine)palladium(0) (100 mg, 0.09 mmol) and 5-bromoisoindolin-1-one (913 mg, 3.77 mmol) and the resultant reaction mixture was heated to 90° C. for 6 h. The reaction mixture was filtered off and the filtrate was extracted with ethyl acetate (3×). The combined ethy... Starting materials: C(C1=CC=CC=C1)[C@H]1N(CC[C@@H](C1)N(C(C(F)(F)F)=O)CC1=CC=NC2=CC=CC=C12)CCOC1=C(C=CC=C1)N1N=CN=C1Cl ((2R*,4S*)-2-benzyl-1-[2-(5-chlor-1H-1,2,4-triazol-1-yl)phenoxyethyl]-N-(4-quinolylmethyl)-N-trifluoroacetyl-4-piperidinamine), [BH4-].[Na+] (sodium borohydride). The product is C(C1=CC=CC=C1)C1N(CCC(C1)NCC1=CC=NC2=CC=CC=C12)CCOC1=C(C=CC=C1)N1N=CN=C1Cl (2-benzyl-1-[2-(5-chloro-1H-1,2,4-triazol-1-yl)phenoxyethyl]-N-(4-quinolylmethyl)-4-piperidinamine). RXN SMILES: [CH2:1]([C@@H:8]1[CH2:13][C@@H:12]([N:14]([CH2:21][C:22]2[C:31]3[C:26](=[CH:27][CH:28]=[CH:29][CH:30]=3)[N:25]=[CH:24][CH:23]=2)C(=O)C(F)(F)F)[CH2:11][CH2:10][N:9]1[CH2:32][CH2:33][O:34][C:35]1[CH:40]=[CH:39][CH:38]=[CH:37][C:36]=1[N:41]1[C:45]([Cl:46])=[N:44][CH:43]=[N:42]1)[C:2]1[CH:7]=[CH:6][CH:5]=[CH:4][CH:3]=1.[BH4-].[Na+]>>[CH2:1]([CH:8]1[CH2:13][CH:12]([NH:14][CH2:21][C:22]2[C:31]3[C:26](=[CH:27][CH:28]=[CH:29][CH:30]=3)[N:25]=[CH:24][CH:23]=2)[CH2:11][CH2:10][N:9]1[CH2:32][CH2:33][O:34][C:35]1[CH:40]=[CH:39][CH:38]=[CH:37][C:36]=1[N:41]1[C:45]([Cl:46])=[N:44][CH:43]=[N:42]1)[C:2]1[CH:7]=[CH:6][CH:5]=[CH:4][CH:3]=1 |f:1.2|. Procedure details: 100 mg (0.54 mmol) of (2R*,4S*)-2-benzyl-1-[2-(5-chlor-1H-1,2,4-triazol-1-yl)phenoxyethyl]-N-(4-quinolylmethyl)-N-trifluoroacetyl-4-piperidinamine are reacted with 23 mg (0.62 mmol) of sodium borohydride in analogy to Example 2. The title compound ##STR52## is obtained as white foam. TLC: methylene chloride/methanol/conc. ammonia (1000:50:1) Rf =0.23, FD-MS: M+ =553. Reactants: OC=1C=C(C(=O)C2=CC=CC=C2)C=CC1 (3-hydroxybenzophenone), ClS(=O)(=O)N=C=O (chlorosulfonyl isocyanate). The solvent is C1(=CC=CC=C1)C (toluene). Product: C(C1=CC=CC=C1)(=O)C=1C=C(C=CC1)OS(N)(=O)=O (Sulfamic acid 3-benzoylphenyl ester). Isolated yield 30.3%. Reaction SMILES: [OH:1][C:2]1[CH:3]=[C:4]([CH:13]=[CH:14][CH:15]=1)[C:5]([C:7]1[CH:12]=[CH:11][CH:10]=[CH:9][CH:8]=1)=[O:6].Cl[S:17]([N:20]=C=O)(=[O:19])=[O:18]>C1(C)C=CC=CC=1>[C:5]([C:4]1[CH:3]=[C:2]([O:1][S:17](=[O:19])(=[O:18])[NH2:20])[CH:15]=[CH:14][CH:13]=1)(=[O:6])[C:7]1[CH:12]=[CH:11][CH:10]=[CH:9][CH:8]=1. Procedure: This compound was prepared according to the procedure used in Example 84. A mixture of 9.9 g (0.05 mole) of 3-hydroxybenzophenone and 4.4 ml (7.1 g, 0.0505 mole) of chlorosulfonyl isocyanate in 75 ml of toluene gave a solid as residue. This residue was recrystallized successively from benzene and then methylene chloride to yield 4.2 g (30%) of the title compound as a white solid, mp 72°-74° C. Starting materials: CC(C)O, [Na+], [OH-], O, CCOC(=O)C1=C(NC(=O)CCCCN2CCN(c3ccc4ccccc4n3)CC2)CCCC1. The product is O=C(CCCCN1CCN(c2ccc3ccccc3n2)CC1)NC1=C(C(=O)O)CCCC1. As a reaction SMILES: [CH3:37][CH:38]([OH:39])[CH3:40].[Na+:36].[OH-:35].[OH2:41].[n:1]1[c:2]([N:11]2[CH2:12][CH2:13][N:14]([CH2:17][CH2:18][CH2:19][CH2:20][C:21](=[O:22])[NH:23][C:24]3=[C:25]([C:30](=[O:31])[O:32][CH2:33][CH3:34])[CH2:26][CH2:27][CH2:28][CH2:29]3)[CH2:15][CH2:16]2)[cH:3][cH:4][c:5]2[cH:6][cH:7][cH:8][cH:9][c:10]12>>[n:1]1[c:2]([N:11]2[CH2:12][CH2:13][N:14]([CH2:17][CH2:18][CH2:19][CH2:20][C:21](=[O:22])[NH:23][C:24]3=[C:25]([C:30](=[O:31])[OH:32])[CH2:26][CH2:27][CH2:28][CH2:29]3)[CH2:15][CH2:16]2)[cH:3][cH:4][c:5]2[cH:6][cH:7][cH:8][cH:9][c:10]12.